Dataset: the Open Reaction Database (ORD), a public repository of structured organic reaction records. Task: describe an organic reaction: reactants, conditions, products, and yield The reactants are Cc1nn(C(c2ccccc2)(c2ccccc2)c2ccccc2)cc1-c1ccc2nccc(N3CCN(S(=O)(=O)N(C)C)CC3)c2c1, O=C(O)C(F)(F)F. Product: Cc1n[nH]cc1-c1ccc2nccc(N3CCN(S(=O)(=O)N(C)C)CC3)c2c1. As a reaction SMILES: [CH3:1][N:2]([S:3](=[O:4])(=[O:5])[N:6]1[CH2:7][CH2:8][N:9]([c:12]2[cH:13][cH:14][n:15][c:16]3[cH:17][cH:18][c:19](-[c:22]4[c:23]([CH3:46])[n:24][n:25]([C:27]([c:28]5[cH:29][cH:30][cH:31][cH:32][cH:33]5)([c:34]5[cH:35][cH:36][cH:37][cH:38][cH:39]5)[c:40]5[cH:41][cH:42][cH:43][cH:44][cH:45]5)[cH:26]4)[cH:20][c:21]23)[CH2:10][CH2:11]1)[CH3:47].[OH:48][C:49]([C:50]([F:51])([F:52])[F:53])=[O:54]>>[CH3:1][N:2]([S:3](=[O:4])(=[O:5])[N:6]1[CH2:7][CH2:8][N:9]([c:12]2[cH:13][cH:14][n:15][c:16]3[cH:17][cH:18][c:19](-[c:22]4[c:23]([CH3:46])[n:24][nH:25][cH:26]4)[cH:20][c:21]23)[CH2:10][CH2:11]1)[CH3:47].